Dataset: the Open Reaction Database (ORD), a public repository of structured organic reaction records. Task: describe an organic reaction: reactants, conditions, products, and yield Starting materials: solution, S1SC(CC1)CCCCCN1C(C2=CC=CC=C2C1=O)=O (2-[5-(1,2-dithiolan-3-yl)pentyl]isoindoline-1,3-dione), ClCS(=O)(=O)Cl (chloromethanesulfonyl chloride). Solvent: CO (methanol), C1(=CC=CC=C1)C (toluene), C(C)N(CC)CC (triethylamine), O1CCCC1 (tetrahydrofuran), C(CCC)N (butylamine). The product is ClCS(=O)(=O)NCCCCCC1SSCC1 (C-Chloro-N-[5-(1,2-dithiolan-3-yl)pentyl]methanesulfonamide). As a reaction SMILES: [S:1]1[CH2:5][CH2:4][CH:3]([CH2:6][CH2:7][CH2:8][CH2:9][CH2:10][N:11]2C(=O)C3C(=CC=CC=3)C2=O)[S:2]1.[Cl:22][CH2:23][S:24](Cl)(=[O:26])=[O:25]>C1(C)C=CC=CC=1.CO.C(N)CCC.O1CCCC1.C(N(CC)CC)C>[Cl:22][CH2:23][S:24]([NH:11][CH2:10][CH2:9][CH2:8][CH2:7][CH2:6][CH:3]1[CH2:4][CH2:5][S:1][S:2]1)(=[O:26])=[O:25]. Procedure details: The reaction was carried out as described in Example 60, but using 3 ml of a solution of 1.6 mmol of 2-[5-(1,2-dithiolan-3-yl)pentyl]isoindoline-1,3-dione (prepared as described in Example 58) in toluene, 2 ml of methanol, 2 ml of butylamine, 5 ml of anhydrous tetrahydrofuran, 0.33 ml of triethylamine and 0.21 ml of chloromethanesulfonyl chloride. The solvent was removed from the reaction mixture by evaporation under reduced pressure, and water was added to the residue, after which it was extrac...